Dataset: the Open Reaction Database (ORD), a public repository of structured organic reaction records. Task: describe an organic reaction: reactants, conditions, products, and yield The reactants are N([C@@H](COCC1=CC=CC=C1)C(=O)N1[C@H](C(=O)N[C@@H](CCCNC(N[N+](=O)[O-])=N)C(=O)OCC2=CC=CC=C2)CCC1)C(=O)OC(C)(C)C (Boc-Ser(Bzl)-Pro-Arg(NO2)-OBzl), N1([C@H](C(=O)ON2C(=O)CCC2=O)CCC1)C(=O)OCC1=CC=CC=C1 (Z-Pro-OSu), Cl.CCOC(=O)C (HCl AcOEt), CN1CCOCC1 (NMM). The solvent is CCOCC (ether). The product is N1([C@H](C(=O)N[C@@H](COCC2=CC=CC=C2)C(=O)N2[C@H](C(=O)N[C@@H](CCCNC(N[N+](=O)[O-])=N)C(=O)OCC3=CC=CC=C3)CCC2)CCC1)C(=O)OCC1=CC=CC=C1 (Z-Pro-Ser(Bzl)-Pro-Arg(NO2)-OBzl). Reaction SMILES: [NH:1](C(OC(C)(C)C)=O)[C@H:2]([C:12]([N:14]1[CH2:42][CH2:41][CH2:40][C@H:15]1[C:16]([NH:18][C@H:19]([C:30]([O:32][CH2:33][C:34]1[CH:39]=[CH:38][CH:37]=[CH:36][CH:35]=1)=[O:31])[CH2:20][CH2:21][CH2:22][NH:23][C:24](=[NH:29])[NH:25][N+:26]([O-:28])=[O:27])=[O:17])=[O:13])[CH2:3][O:4][CH2:5][C:6]1[CH:11]=[CH:10][CH:9]=[CH:8][CH:7]=1.Cl.CCOC(C)=O.CN1CCOCC1.[N:64]1([C:79]([O:81][CH2:82][C:83]2[CH:88]=[CH:87][CH:86]=[CH:85][CH:84]=2)=[O:80])[CH2:78][CH2:77][CH2:76][C@H:65]1[C:66]([O:68]N1C(=O)CCC1=O)=O>CCOCC>[N:64]1([C:79]([O:81][CH2:82][C:83]2[CH:84]=[CH:85][CH:86]=[CH:87][CH:88]=2)=[O:80])[CH2:78][CH2:77][CH2:76][C@H:65]1[C:66]([NH:1][C@H:2]([C:12]([N:14]1[CH2:42][CH2:41][CH2:40][C@H:15]1[C:16]([NH:18][C@H:19]([C:30]([O:32][CH2:33][C:34]1[CH:39]=[CH:38][CH:37]=[CH:36][CH:35]=1)=[O:31])[CH2:20][CH2:21][CH2:22][NH:23][C:24](=[NH:29])[NH:25][N+:26]([O-:28])=[O:27])=[O:17])=[O:13])[CH2:3][O:4][CH2:5][C:6]1[CH:7]=[CH:8][CH:9]=[CH:10][CH:11]=1)=[O:68] |f:1.2|. Procedure: The desired compound was prepared from 4.0 g of Boc-Ser(Bzl)-Pro-Arg(NO2)-OBzl, 20 ml of 4N HCl-AcOEt, 1 ml of NMM and 2.2 g of Z-Pro-OSu in the same manner as in Example 26-(4). The ether treatment was performed to obtain the desired compound as a crystalline product. Starting materials: C(C1=CC=CC=C1)N1[C@@]2(C(C=C[C@H]1C(C2)C(=O)OC(C)(C)C)=O)C2=CC=CC=C2 ((1R*,5S*,6RS)-8-benzyl-6-(tert-butoxycarbonyl)-1-phenyl-8-azabicylco[3.2.1]oct-3-en-2-one), C(C)(=O)OCC (ethyl acetate), CO (methanol). Reagents/catalysts: [Pd] (palladium on charcoal). The solvent is ClCCl (dichloromethane). Reaction conditions: time 1 hour. The product is C(C1=CC=CC=C1)N1[C@@]2(C(CC[C@H]1C(C2)C(=O)OC(C)(C)C)=O)C2=CC=CC=C2 ((1R*,5S*,6RS)-8-Benzyl-6-(tert-butoxycarbonyl)-1-phenyl-8-azabicyclo[3.2.1]octan-2-one). Yield: 100.6%. Reaction SMILES: [CH2:1]([N:8]1[C@@H:13]2[CH:14]([C:16]([O:18][C:19]([CH3:22])([CH3:21])[CH3:20])=[O:17])[CH2:15][C@@:9]1([C:24]1[CH:29]=[CH:28][CH:27]=[CH:26][CH:25]=1)[C:10](=[O:23])[CH:11]=[CH:12]2)[C:2]1[CH:7]=[CH:6][CH:5]=[CH:4][CH:3]=1.C(OCC)(=O)C.CO>[Pd].ClCCl>[CH2:1]([N:8]1[C@@H:13]2[CH:14]([C:16]([O:18][C:19]([CH3:22])([CH3:21])[CH3:20])=[O:17])[CH2:15][C@@:9]1([C:24]1[CH:25]=[CH:26][CH:27]=[CH:28][CH:29]=1)[C:10](=[O:23])[CH2:11][CH2:12]2)[C:2]1[CH:3]=[CH:4][CH:5]=[CH:6][CH:7]=1. Reported procedure: A mixture of (1R*,5S*,6RS)-8-benzyl-6-(tert-butoxycarbonyl)-1-phenyl-8-azabicylco[3.2.1]oct-3-en-2-one (Description 23; 26 g, 66 mmol), 10% palladium on charcoal (3.5 g, 3.3 mmol), ethyl acetate (50 ml) and methanol (100 ml) was stirred under hydrogen atmosphere (1 atm) at room temperature for 1 hour. The reaction mixture was treated with dichloromethane (500 ml), filtered through a pad of Celite™. The filter cake was well washed with dichloromethane and the filtrate was concentrated to give the... The reactants are C(C)(=O)Cl (acetyl chloride), N1CCCCC1 (piperidine), C(C1=CC=CC=C1)=O (benzaldehyde). Yields the product yield, [Cl-].C(C1=CC=CC=C1)=[N+]1CCCCC1 (1-benzylidene-piperidinium chloride). Isolated yield 56.0%. RXN SMILES: [NH:1]1[CH2:6][CH2:5][CH2:4][CH2:3][CH2:2]1.[CH:7](=O)[C:8]1[CH:13]=[CH:12][CH:11]=[CH:10][CH:9]=1.C([Cl:18])(=O)C>>[Cl-:18].[CH:7](=[N+:1]1[CH2:6][CH2:5][CH2:4][CH2:3][CH2:2]1)[C:8]1[CH:13]=[CH:12][CH:11]=[CH:10][CH:9]=1 |f:3.4|. Procedure: The reaction of 19.8 ml (0.200 mol) piperidine and 10.1 ml (0.100 mol) benzaldehyde in accordance with general synthesis instructions 2 and subsequent reaction with 6.0 ml (0.100 mol) acetyl chloride in accordance with general synthesis instructions 3 gave 11.7 g (corresponding to 56% of the yield calculated by theory) 1-benzylidene-piperidinium chloride. Yields the product CC1=NC2=C(C(=CC=C2C(=N1)NC1=CC(=CC=C1)OC(F)(F)F)C)C=1C=C2C=NC(=NC2=CC1)NC (6-(2,7-dimethyl-4-(3-(trifluoro-methoxy)phenylamino)quinazolin-8-yl)-N-methylquinazolin-2-amine). Procedure: 8-Iodo-2,7-dimethyl-N-(3-(trifluoromethoxy)phenyl)quinazolin-4-amine (0.250 g, 0.544 mmol), N-methyl-6-(4,4,5,5-tetramethyl-1,3,2-dioxaborolan-2-yl)quinazolin-2-amine (0.186 g, 0.653 mmol), tetrakis(triphenylphosphine) palladium(0) (0.0629 g, 0.0544 mmol) and 2 M aqueous sodium carbonate (0.544 mL, 1.09 mmol) were placed in a microwave vial and dioxane (3 mL) was added. The tube was capped and heated in a microwave reactor at 150° C. for 10 min. The mixture was concentrated in vacuo and the resi... The reagents and catalysts are [Pd].C1(=CC=CC=C1)P(C1=CC=CC=C1)C1=CC=CC=C1.C1(=CC=CC=C1)P(C1=CC=CC=C1)C1=CC=CC=C1.C1(=CC=CC=C1)P(C1=CC=CC=C1)C1=CC=CC=C1.C1(=CC=CC=C1)P(C1=CC=CC=C1)C1=CC=CC=C1 (tetrakis(triphenylphosphine) palladium(0)). RXN SMILES: I[C:2]1[C:3]([CH3:25])=[CH:4][CH:5]=[C:6]2[C:11]=1[N:10]=[C:9]([CH3:12])[N:8]=[C:7]2[NH:13][C:14]1[CH:19]=[CH:18][CH:17]=[C:16]([O:20][C:21]([F:24])([F:23])[F:22])[CH:15]=1.[CH3:26][NH:27][C:28]1[N:37]=[CH:36][C:35]2[C:30](=[CH:31][CH:32]=[C:33](B3OC(C)(C)C(C)(C)O3)[CH:34]=2)[N:29]=1.C(=O)([O-])[O-].[Na+].[Na+]>[Pd].C1(P(C2C=CC=CC=2)C2C=CC=CC=2)C=CC=CC=1.C1(P(C2C=CC=CC=2)C2C=CC=CC=2)C=CC=CC=1.C1(P(C2C=CC=CC=2)C2C=CC=CC=2)C=CC=CC=1.C1(P(C2C=CC=CC=2)C2C=CC=CC=2)C=CC=CC=1.O1CCOCC1>[CH3:12][C:9]1[N:8]=[C:7]([NH:13][C:14]2[CH:19]=[CH:18][CH:17]=[C:16]([O:20][C:21]([F:24])([F:23])[F:22])[CH:15]=2)[C:6]2[C:11](=[C:2]([C:33]3[CH:34]=[C:35]4[C:30](=[CH:31][CH:32]=3)[N:29]=[C:28]([NH:27][CH3:26])[N:37]=[CH:36]4)[C:3]([CH3:25])=[CH:4][CH:5]=2)[N:10]=1 |f:2.3.4,5.6.7.8.9|. The reactants are IC=1C(=CC=C2C(=NC(=NC12)C)NC1=CC(=CC=C1)OC(F)(F)F)C (8-Iodo-2,7-dimethyl-N-(3-(trifluoromethoxy)phenyl)quinazolin-4-amine), CNC1=NC2=CC=C(C=C2C=N1)B1OC(C(O1)(C)C)(C)C (N-methyl-6-(4,4,5,5-tetramethyl-1,3,2-dioxaborolan-2-yl)quinazolin-2-amine), C([O-])([O-])=O.[Na+].[Na+] (sodium carbonate). Run at temperature 150 celsius. Yield: 79.5%. The solvent is O1CCOCC1 (dioxane). The reactants are CC[Si](Cl)(CC)CC, CN(C)c1ccncc1, [Cl-], OC(c1ccncc1)C(F)(F)F, [NH4+], c1ccncc1. Product: CC[Si](CC)(CC)OC(c1ccncc1)C(F)(F)F. As a reaction SMILES: [CH2:13]([CH3:14])[Si:15]([CH2:16][CH3:17])([CH2:18][CH3:19])[Cl:20].[CH3:23][N:24]([CH3:25])[c:26]1[cH:27][cH:28][n:29][cH:30][cH:31]1.[Cl-:21].[F:1][C:2]([CH:3]([OH:4])[c:5]1[cH:6][cH:7][n:8][cH:9][cH:10]1)([F:11])[F:12].[NH4+:22].[cH:32]1[cH:33][cH:34][n:35][cH:36][cH:37]1>>[F:1][C:2]([CH:3]([O:4][Si:15]([CH2:13][CH3:14])([CH2:16][CH3:17])[CH2:18][CH3:19])[c:5]1[cH:6][cH:7][n:8][cH:9][cH:10]1)([F:11])[F:12]. The reactants are NC(C(O)C1=CC=C(C=C1)OCC1=CC=CC=C1)CC1=CC(=CC=C1)OC(C(F)F)(F)F ((1RS,2SR)-2-amino-1-[4-(benzyloxy)phenyl]-3-[3-(1,1,2,2-tetrafluoroethoxy)-phenyl]propan-1-ol), C=1(C=CC=C2C1C=CCCC2)C(=O)O (6,7-dihydro-5H-benzo[a]cycloheptene-1-carboxylic acid), Cl.C(C)N=C=NCCCN(C)C (1-ethyl-3-(3-dimethylaminopropyl)-carbodiimide hydrochloride), O.ON1N=NC2=C1C=CC=C2 (1-hydroxybenzotriazole hydrate). The solvent is O (water), C(C)#N (acetonitrile). Run at time 8 hour. Product: C(C1=CC=CC=C1)OC1=CC=C(C=C1)C(C(CC1=CC(=CC=C1)OC(C(F)F)(F)F)NC(=O)C=1C=CC=C2C1C=CCCC2)O (N-{(1RS,2SR)-2-[4-(benzyloxy)phenyl]-2-hydroxy-1-[3-(1,1,2,2-tetrafluoroethoxy)benzyl]ethyl}-6,7-dihydro-5H-benzo[a][7]annulene-1-carboxamide). RXN SMILES: [NH2:1][CH:2]([CH2:19][C:20]1[CH:25]=[CH:24][CH:23]=[C:22]([O:26][C:27]([F:32])([F:31])[CH:28]([F:30])[F:29])[CH:21]=1)[CH:3]([C:5]1[CH:10]=[CH:9][C:8]([O:11][CH2:12][C:13]2[CH:18]=[CH:17][CH:16]=[CH:15][CH:14]=2)=[CH:7][CH:6]=1)[OH:4].[C:33]1([C:44](O)=[O:45])[CH:34]=[CH:35][CH:36]=[C:37]2[CH2:43][CH2:42][CH2:41][CH:40]=[CH:39][C:38]=12.Cl.C(N=C=NCCCN(C)C)C.O.ON1C2C=CC=CC=2N=N1>C(#N)C.O>[CH2:12]([O:11][C:8]1[CH:7]=[CH:6][C:5]([CH:3]([OH:4])[CH:2]([NH:1][C:44]([C:33]2[CH:34]=[CH:35][CH:36]=[C:37]3[CH2:43][CH2:42][CH2:41][CH:40]=[CH:39][C:38]=23)=[O:45])[CH2:19][C:20]2[CH:25]=[CH:24][CH:23]=[C:22]([O:26][C:27]([F:31])([F:32])[CH:28]([F:29])[F:30])[CH:21]=2)=[CH:10][CH:9]=1)[C:13]1[CH:14]=[CH:15][CH:16]=[CH:17][CH:18]=1 |f:2.3,4.5|. Reported procedure: To a solution of (1RS,2SR)-2-amino-1-[4-(benzyloxy)phenyl]-3-[3-(1,1,2,2-tetrafluoroethoxy)-phenyl]propan-1-ol (617 mg, 1.37 mmol) in acetonitrile (20 ml) were added 6,7-dihydro-5H-benzo[a]cycloheptene-1-carboxylic acid (258 mg, 1.37 mmol), 1-ethyl-3-(3-dimethylaminopropyl)-carbodiimide hydrochloride (394 mg, 2.06 mmol) and 1-hydroxybenzotriazole hydrate (210 mg, 1.37 mmol), and the mixture was stirred overnight at room temperature. The reaction solution was diluted with water (100 ml) and extra... Reactants: Cl.C(C1=CN=CC=C1)(=O)Cl (nicotinoyl chloride hydrochloride), C(C)(=O)OCC (Ethyl acetate), C[Si](C)(C)[N-][Si](C)(C)C.[Li+] (Lithium bis(trimethylsilyl)amide), C(C)OC(C)OC1CC(=O)OC(C(/C=C/C(C(CC1)(C)OC(C)OCC)O)C)\C(=C\C=C\C(CC1C(C(C(CC)OC(C)OCC)C)O1)C)\C ((8E,12E,14E)-3,6,21-tri(1-ethoxyethoxy)-7-hydroxy-6,10,12,16,20-pentamethyl-18,19-epoxytricosa-8,12,14-trien-11-olide). The reagents and catalysts are O1C(C(C(C1)CCN)CCN)CCN (tetrahydrofuran-triethylamine). Run in O (water), O1CCCC1 (tetrahydrofuran). Conditions: time 20 minute. The product is C(C)OC(C)OC1(CC\C=C/C(=O)OC(C(/C=C/C1O)C)\C(=C\C=C\C(CC1C(C(C(CC)OC(C)OCC)C)O1)C)\C)C ((2Z,8E,12E,14E)-6,21-di(1-Ethoxyethoxy)-7-hydroxy-6,10,12,16,20-pentamethyl-18,19-epoxytricosa-2,8,12,14-tetraen-11-olide). Yield: 66.8%. As a reaction SMILES: C[Si]([N-][Si](C)(C)C)(C)C.[Li+].C(OC(O[CH:17]1[CH2:29][CH2:28][C:27]([O:31][CH:32]([O:34][CH2:35][CH3:36])[CH3:33])([CH3:30])[CH:26]([OH:37])[CH:25]=[CH:24][CH:23]([CH3:38])[CH:22](/[C:39](/[CH3:60])=[CH:40]/[CH:41]=[CH:42]/[CH:43]([CH3:59])[CH2:44][CH:45]2[O:58][CH:46]2[CH:47]([CH3:57])[CH:48]([O:51][CH:52]([O:54][CH2:55][CH3:56])[CH3:53])[CH2:49][CH3:50])[O:21][C:19](=[O:20])[CH2:18]1)C)C.Cl.C(Cl)(=O)C1C=CC=NC=1.C(OCC)(=O)C>O1CCCC1.O1CC(CCN)C(CCN)C1CCN.O>[CH2:35]([O:34][CH:32]([O:31][C:27]1([CH3:30])[CH:26]([OH:37])[CH:25]=[CH:24][CH:23]([CH3:38])[CH:22](/[C:39](/[CH3:60])=[CH:40]/[CH:41]=[CH:42]/[CH:43]([CH3:59])[CH2:44][CH:45]2[O:58][CH:46]2[CH:47]([CH3:57])[CH:48]([O:51][CH:52]([O:54][CH2:55][CH3:56])[CH3:53])[CH2:49][CH3:50])[O:21][C:19](=[O:20])[CH:18]=[CH:17][CH2:29][CH2:28]1)[CH3:33])[CH3:36] |f:0.1,3.4|. Reported procedure: Lithium bis(trimethylsilyl)amide (1.0 M tetrahydrofuran solution, 50 μL, 50 μmol) was added dropwise to a solution of (8E,12E,14E)-3,6,21-tri(1-ethoxyethoxy)-7-hydroxy-6,10,12,16,20-pentamethyl-18,19-epoxytricosa-8,12,14-trien-11-olide (10.8 mg, 15.2 μmol) in tetrahydrofuran (2 mL) at −40° C. under nitrogen atmosphere, followed by stirring at the same temperature for 20 min. Then, a solution of nicotinoyl chloride hydrochloride (5.7 mg, 30.4 μmol) in tetrahydrofuran-triethylamine (tetrahydrofura...